From a dataset of the Open Reaction Database (ORD), a public repository of structured organic reaction records. describe an organic reaction: reactants, conditions, products, and yield Starting materials: NC=1OC=C(C1C#N)C(C)(C)C (2-amino-3-cyano-4-(1,1-dimethylethyl)furan), CC(C(=O)Cl)CCCl (2-methyl-4-chlorobutyryl chloride). Solvent: C1(=CC=CC=C1)C (toluene). The product is C(#N)C1=C(OC=C1C(C)(C)C)N1C(C(CC1)C)=O (N-[3-cyano-4-(1,1-dimethylethyl)-2-furyl]-3-methyl-2-pyrrolidinone). Yield: 21.7%. RXN SMILES: [NH2:1][C:2]1[O:3][CH:4]=[C:5]([C:9]([CH3:12])([CH3:11])[CH3:10])[C:6]=1[C:7]#[N:8].[CH3:13][CH:14]([CH2:18][CH2:19]Cl)[C:15](Cl)=[O:16]>C1(C)C=CC=CC=1>[C:7]([C:6]1[C:5]([C:9]([CH3:12])([CH3:11])[CH3:10])=[CH:4][O:3][C:2]=1[N:1]1[CH2:19][CH2:18][CH:14]([CH3:13])[C:15]1=[O:16])#[N:8]. Procedure: To 4.0 g of 2-amino-3-cyano-4-(1,1-dimethylethyl)furan and 4.3 g of 2-methyl-4-chlorobutyryl chloride was added 150 ml of toluene. The reaction mixture was allowed to reflux for about 72 hours. The mixture was washed once with 1N hydrochloric acid, once with 2N sodium hydroxide and finally with water. The organic phase was dried over anhydrous magnesium sulfate, filtered and concentrated under vacuum. The residue was chromatographed over silica gel while eluting with an 80/20 mixture of Skellyso... Product: [N+](=O)([O-])C1=CC=C(C=C1)COC(C(O[Si](C)(C)C(C)(C)C)P(=O)(OC)OC)=O ((Dimethoxyphosphinyl)[[(1,1-dimethylethyl)-dimethylsilyl]oxy]acetic acid (4-nitrophenyl)methyl ester). The reactants are [N+](=O)([O-])C1=CC=C(C=C1)COC(C(O)P(=O)(OC)OC)=O ((Dimethoxyphosphinyl)hydroxyacetic Acid (4-nitrophenyl)methyl ester), [Si](C)(C)(C(C)(C)C)Cl (t-butyldimethylsilyl chloride), N1C=NC=C1 (imidazole). The solvent is ethyl acetate diethyl ester. Reported procedure: To a mixture of 3.48 g of product from Example 97 and 12 ml of dimethylformide is added 1.86 of t-butyldimethylsilyl chloride and 1.86 g of imidazole. After stirring the reaction at room temperature for 2 hours, the mixture is diluted with 50% ethyl acetate/diethyl ester, washed 5 times water, once with saturated solid bicarbonate and once with saturated solid chloride. The organic layer is dried, filtered and concentrated in vacuo to give 3.90 g of the desired silylated product. Reaction SMILES: [N+:1]([C:4]1[CH:9]=[CH:8][C:7]([CH2:10][O:11][C:12](=[O:21])[CH:13]([P:15]([O:19][CH3:20])([O:17][CH3:18])=[O:16])[OH:14])=[CH:6][CH:5]=1)([O-:3])=[O:2].[Si:22](Cl)([C:25]([CH3:28])([CH3:27])[CH3:26])([CH3:24])[CH3:23].N1C=CN=C1>>[N+:1]([C:4]1[CH:9]=[CH:8][C:7]([CH2:10][O:11][C:12](=[O:21])[CH:13]([P:15]([O:19][CH3:20])([O:17][CH3:18])=[O:16])[O:14][Si:22]([C:25]([CH3:28])([CH3:27])[CH3:26])([CH3:24])[CH3:23])=[CH:6][CH:5]=1)([O-:3])=[O:2]. Starting materials: C1(=CC=CC=C1)CCCCC(=O)O (5-phenylvaleric acid), [H-].[Al+3].[Li+].[H-].[H-].[H-] (lithium aluminum hydride). Product: C1(=CC=CC=C1)CCCCCO (Benzenepentanol). Isolated yield 87.0%. As a reaction SMILES: [C:1]1([CH2:7][CH2:8][CH2:9][CH2:10][C:11](O)=[O:12])[CH:6]=[CH:5][CH:4]=[CH:3][CH:2]=1.[H-].[Al+3].[Li+].[H-].[H-].[H-]>>[C:1]1([CH2:7][CH2:8][CH2:9][CH2:10][CH2:11][OH:12])[CH:6]=[CH:5][CH:4]=[CH:3][CH:2]=1 |f:1.2.3.4.5.6|. Procedure details: The title compound was prepared by the procedure of Preparation 2 in 87% yield from 5-phenylvaleric acid (Aldrich Chem. Co.) and lithium aluminum hydride. Reactants: N([C@@H]([C@@H](C)CC)C(=O)O)C(=O)OCC1=CC=CC=C1 (Z-Ile-OH), C1C2C=CC1C3C2C(=O)N(C3=O)O (HONB), C(C)(=O)OCC (ethyl acetate), C1CCC(CC1)N=C=NC2CCCCC2 (DCC). The solvent is mixed solvent, O1CCOCC1 (dioxane). Conditions: time 2 hour. The product is N([C@@H]([C@@H](C)CC)C(=O)N[C@@H]([C@H](O)C)C(=O)O)C(=O)OCC1=CC=CC=C1 (Z-Ile-Thr-OH). RXN SMILES: [NH:1]([C:10]([O:12][CH2:13][C:14]1[CH:19]=[CH:18][CH:17]=[CH:16][CH:15]=1)=[O:11])[C@H:2]([C:7]([OH:9])=O)[C@H:3]([CH2:5][CH3:6])[CH3:4].C1C2C3C(=O)N(O)[C:27](=[O:28])[CH:26]3C1C=C2.C1CCC([N:39]=C=NC2CCCCC2)CC1.[C:48]([O:51]CC)(=[O:50])[CH3:49]>O1CCOCC1>[NH:1]([C:10]([O:12][CH2:13][C:14]1[CH:19]=[CH:18][CH:17]=[CH:16][CH:15]=1)=[O:11])[C@H:2]([C:7]([NH:39][C@H:49]([C:48]([OH:51])=[O:50])[C@@H:27]([CH3:26])[OH:28])=[O:9])[C@H:3]([CH2:5][CH3:6])[CH3:4]. Reported procedure: In 500 ml of a mixed solvent of dioxane and ethyl acetate (1:1) were dissolved 24.3 g of Z-Ile-OH and 19.8 g of HONB. The solution was cooled with ice, followed by adding 20.8 g of DCC. The mixture was stirred for two hours. The precipitating DCU was removed by filtration, then the solvent was removed by distillation. The residue was crystallized from petroleum benzine. The crystals were recovered by filtration and dissolved in 200 ml of DMF. Separately 18 g of Thr and 12.8 ml of TEA were dissol... Reactants: C(C)OCC (diethyl ether), ClC1=C(C(=NC=C1)C)OCCO (4-chloro-3-hydroxyethoxy-2-methylpyridine), [H-].[Na+] (NaH). The solvent is C1CCOC1 (THF). Yields the product C1OC=2C(=NC=CC2OC1)C (3,4-Ethylenedioxy-2-methylpyridine). Yield: 58.9%. As a reaction SMILES: Cl[C:2]1[CH:7]=[CH:6][N:5]=[C:4]([CH3:8])[C:3]=1[O:9][CH2:10][CH2:11][OH:12].[H-].[Na+].C(OCC)C>C1COCC1>[CH2:10]1[CH2:11][O:12][C:2]2[CH:7]=[CH:6][N:5]=[C:4]([CH3:8])[C:3]=2[O:9]1 |f:1.2|. Reported procedure: A mixture of 4-chloro-3-hydroxyethoxy-2-methylpyridine (1.03g, 0.0055 mol) and NaH (55% in oil, 599 mg, 0.0138 mol) in 600 ml THF was refluxed for 15 h. Excess NaH was destroyed with 3 ml of H2O. The solvent was evaporated and the residue partitioned between 100 ml 1M HCl and 100 ml CH2Cl2. The aqueous layer was collected, washed once more with 100 ml CH2Cl2 and then treated with Na2CO3 until the pH was ≈10. The aqueous layer was extracted with 150+100 ml CH2Cl2. The two latter organic layers we... The reactants are Cl.C(C1=CC=CC=C1)OC1=CC=C(C=C1)NC1=NC=NC2=CC=C(C=C12)C1=CC=C(O1)C=O (5-(4-(4-Benzyloxy-phenylamino)-quinazolin-6-yl)-furan-2-carbaldehyde hydrochloride), CNCCS(=O)(=O)C (N-methyl-N-(2-methanesulphonyl-ethyl)amine). The product is C(C1=CC=CC=C1)OC1=CC=C(C=C1)NC1=NC=NC2=CC=C(C=C12)C=1OC(=CC1)CN(C)CCS(=O)(=O)C ((4-Benzyloxy-phenyl)-(6-(5-(((2-methanesulphonyl-ethyl)-methyl-amino)-methyl)-furan-2-yl)-quinazolin-4-yl)-amine). Isolated yield 38.8%. Reaction SMILES: Cl.[CH2:2]([O:9][C:10]1[CH:15]=[CH:14][C:13]([NH:16][C:17]2[C:26]3[C:21](=[CH:22][CH:23]=[C:24]([C:27]4[O:31][C:30]([CH:32]=O)=[CH:29][CH:28]=4)[CH:25]=3)[N:20]=[CH:19][N:18]=2)=[CH:12][CH:11]=1)[C:3]1[CH:8]=[CH:7][CH:6]=[CH:5][CH:4]=1.[CH3:34][NH:35][CH2:36][CH2:37][S:38]([CH3:41])(=[O:40])=[O:39]>>[CH2:2]([O:9][C:10]1[CH:11]=[CH:12][C:13]([NH:16][C:17]2[C:26]3[C:21](=[CH:22][CH:23]=[C:24]([C:27]4[O:31][C:30]([CH2:32][N:35]([CH2:36][CH2:37][S:38]([CH3:41])(=[O:40])=[O:39])[CH3:34])=[CH:29][CH:28]=4)[CH:25]=3)[N:20]=[CH:19][N:18]=2)=[CH:14][CH:15]=1)[C:3]1[CH:4]=[CH:5][CH:6]=[CH:7][CH:8]=1 |f:0.1|. Procedure: In an analogous manner to Example 10, 5-(4-(4-Benzyloxy-phenylamino)-quinazolin-6-yl)-furan-2-carbaldehyde hydrochloride (0.217 g, 0.474 mmol) was reacted with N-methyl-N-(2-methanesulphonyl-ethyl)amine (0.41 1g, 3.0 mmol). Purification by silica gel chromatography, eluting with 2-3% MeOH/CHCl3, followed by trituration with ether, gave the title compound as a pale yellow solid (0.100 g, 0.184 mmol, 39%); δH [2H6]DMSO 9.84 (1H,s), 8.63 (1H,s), 8.48 (1H,s), 8.12 (1H,d), 7.78 (1H,d), 7.68 (2H,d), 7... Starting materials: C(C=C)(=O)O (acrylic acid), NC(=O)OCC (urethane), a,a,-dimethyl meta-isopropenyl ethanol benzyl isocyanate, (C16-18)alkoxy(ethyleneoxy)19ethanol, CC(C)(C)C(=O)OOC(C)(C)C (Lupersol 11), CC(C)(C)C(=O)OOC(C)(C)C (Lupersol 11). Solvent: C(C)(C)O (isopropanol), C(C)(C)O (isopropanol). Conditions: temperature 82 celsius. Product: C(C=C)(=O)O.NC(=O)OCC (Acrylic Acid Urethane). Reaction SMILES: [C:1]([OH:5])(=[O:4])[CH:2]=[CH2:3].[NH2:6][C:7]([O:9][CH2:10][CH3:11])=[O:8].CC(C(OOC(C)(C)C)=O)(C)C>C(O)(C)C>[C:1]([OH:5])(=[O:4])[CH:2]=[CH2:3].[NH2:6][C:7]([O:9][CH2:10][CH3:11])=[O:8] |f:4.5|. Procedure details: In a reactor provided with a stirrer, 600 parts by weight isopropanol was heated to 82° C. A monomer/initiator mixture was made containing 210 parts acrylic acid, 90 parts of a urethane of a,a,-dimethyl meta-isopropenyl ethanol benzyl isocyanate and a (C16-18)alkoxy(ethyleneoxy)19ethanol, and 4.8 parts Lupersol 11. Five minutes before the monomer/initiator feed began, 1.2 parts Lupersol 11 were added to the 82° C. isopropanol. The monomer/initiator mixture was then metered in over 2 hours, with ... The reactants are [C-]#N, Cc1c(C(=O)O)ccc(S(C)(=O)=O)c1NCC(C)C, CCn1nccc1O, CCN=C=NCCCN(C)C, CC#N, Cl, [K+]. Yields the product CCn1ncc(C(=O)c2ccc(S(C)(=O)=O)c(NCC(C)C)c2C)c1O. RXN SMILES: [C-:40]#[N:41].[CH2:1]([CH:2]([CH3:3])[CH3:4])[NH:5][c:6]1[c:7]([CH3:19])[c:8]([C:9](=[O:10])[OH:11])[cH:12][cH:13][c:14]1[S:15](=[O:16])(=[O:17])[CH3:18].[CH2:20]([CH3:21])[n:22]1[n:23][cH:24][cH:25][c:26]1[OH:27].[CH3:29][N:30]([CH3:31])[CH2:32][CH2:33][CH2:34][N:35]=[C:36]=[N:37][CH2:38][CH3:39].[CH3:43][C:44]#[N:45].[ClH:28].[K+:42]>>[CH2:1]([CH:2]([CH3:3])[CH3:4])[NH:5][c:6]1[c:7]([CH3:19])[c:8]([C:9](=[O:11])[c:25]2[cH:24][n:23][n:22]([CH2:20][CH3:21])[c:26]2[OH:27])[cH:12][cH:13][c:14]1[S:15](=[O:16])(=[O:17])[CH3:18]. Starting materials: [O-]C#N.[K+] (potassium cyanate), NCC=1C=CC2=C(NC3=C(S2)N=CC=N3)C1 (8-aminomethyl-10H-pyrazino[2,3-b][1,4]benzothiazine). The solvent is O (water), C(C)(=O)O (acetic acid), O (water). Reaction conditions: time 2 hour. Product: N1=CC=NC=2SC3=C(NC21)C=C(C=C3)CNC(=O)N (N-(10H-Pyrazino[2,3-b][1,4]benzothiazin-8-ylmethyl)urea). Isolated yield 14.0%. As a reaction SMILES: [NH2:1][CH2:2][C:3]1[CH:4]=[CH:5][C:6]2[S:11][C:10]3[N:12]=[CH:13][CH:14]=[N:15][C:9]=3[NH:8][C:7]=2[CH:16]=1.[O-:17][C:18]#[N:19].[K+]>C(O)(=O)C.O>[N:15]1[C:9]2[NH:8][C:7]3[CH:16]=[C:3]([CH2:2][NH:1][C:18]([NH2:19])=[O:17])[CH:4]=[CH:5][C:6]=3[S:11][C:10]=2[N:12]=[CH:13][CH:14]=1 |f:1.2|. Reported procedure: A solution of 420 mg of 8-aminomethyl-10H-pyrazino[2,3-b][1,4]benzothiazine in acetic acid (2 ml)/water (4 ml) was heated to 70° C. and potassium cyanate (1 g in total) was added thereto over 2 hours. Then the reaction mixture was brought back to room temperature and diluted with water. The solid thus precipitated was filtered, washed well with water and recrystallized from dimethyl sulfoxide/ethyl acetate to thereby give 70 mg of the title compound as yellow crystals. Starting materials: product, [Br-].[Br-].[Br-].C(=O)(O)CC[P+](C1=CC=CC=C1)(C1=CC=CC=C1)C1=CC=CC=C1.C(=O)(O)CC[P+](C1=CC=CC=C1)(C1=CC=CC=C1)C1=CC=CC=C1.C(=O)(O)CC[P+](C1=CC=CC=C1)(C1=CC=CC=C1)C1=CC=CC=C1 ((2-carboxyethyl)triphenylphosphonium tribromide), O1CCCC1 (tetrahydrofuran), O1CCCC1 (tetrahydrofuran). Run at time 2 hour. The product is BrC(C(C)=O)C1=CC=C(C=C1)OCCCBr (1-bromo-1-(4-(3-bromopropoxy)phenyl)propan-2-one). As a reaction SMILES: [Br-:1].[Br-:2].[Br-].C(CC[P+]([C:22]1[CH:27]=[CH:26][CH:25]=[CH:24][CH:23]=1)(C1C=CC=CC=1)C1C=CC=CC=1)(O)=O.[C:28]([CH2:31][CH2:32][P+](C1C=CC=CC=1)(C1C=CC=CC=1)C1C=CC=CC=1)([OH:30])=O.[C:52]([CH2:55][CH2:56][P+](C1C=CC=CC=1)(C1C=CC=CC=1)C1C=CC=CC=1)(O)=O.[O:76]1CCCC1>>[Br:1][CH:56]([C:22]1[CH:23]=[CH:24][C:25]([O:30][CH2:28][CH2:31][CH2:32][Br:2])=[CH:26][CH:27]=1)[C:55](=[O:76])[CH3:52] |f:0.1.2.3.4.5|. Procedure: To a solution of the product from Example 1C (865 mg, 3.19 mmol) in anhydrous tetrahydrofuran (30 mL) was slowly added a tetrahydrofuran (10 mL) solution of (2-carboxyethyl)triphenylphosphonium tribromide (1.85 g, 3.19 mmol) at 0° C. The mixture was then stirred at ambient temperature for 2 hours. The mixture was partitioned between ethyl acetate and water. The layers were separated, and the aqueous layer was washed with additional ethyl acetate. The organic fractions were combined, washed with ...